The task is: describe an organic reaction: reactants, conditions, products, and yield. This data is from the Open Reaction Database (ORD), a public repository of structured organic reaction records. Starting materials: CCOC(=O)c1cnn(-c2ccc(Br)cc2)c1NS(=O)(=O)C(C)C, CCO, [Na+], [OH-]. Yields the product CC(C)S(=O)(=O)Nc1c(C(=O)O)cnn1-c1ccc(Br)cc1. Reaction SMILES: [CH2:1]([CH3:2])[O:3][C:4](=[O:5])[c:6]1[cH:7][n:8][n:9](-[c:18]2[cH:19][cH:20][c:21]([Br:24])[cH:22][cH:23]2)[c:10]1[NH:11][S:12](=[O:13])(=[O:14])[CH:15]([CH3:16])[CH3:17].[CH3:27][CH2:28][OH:29].[Na+:26].[OH-:25]>>[O:3]=[C:4]([OH:5])[c:6]1[cH:7][n:8][n:9](-[c:18]2[cH:19][cH:20][c:21]([Br:24])[cH:22][cH:23]2)[c:10]1[NH:11][S:12](=[O:13])(=[O:14])[CH:15]([CH3:16])[CH3:17]. The product is NC1=NC=2CCC(CC2C(=N1)N)C(C)(C)C1=CC(=CC=C1)Cl (2,4-diamino-6-[2-(3-chlorophenyl)propan-2-yl]-5,6,7,8-tetrahydroquinazoline). RXN SMILES: [Cl:1][C:2]1[CH:3]=[C:4]([C:8]([CH:11]2[CH2:16][CH2:15][C:14](=O)[CH2:13][CH2:12]2)([CH3:10])[CH3:9])[CH:5]=[CH:6][CH:7]=1.[C:18]([NH:20][C:21]([NH2:23])=[NH:22])#[N:19]>C(OCCOCCO)C>[NH2:23][C:21]1[N:20]=[C:18]([NH2:19])[C:15]2[CH2:16][CH:11]([C:8]([C:4]3[CH:5]=[CH:6][CH:7]=[C:2]([Cl:1])[CH:3]=3)([CH3:10])[CH3:9])[CH2:12][CH2:13][C:14]=2[N:22]=1. Procedure: This compound is prepared in a manner analogous to that of Example 1, using 3.2 grams (0.013 mole) of 4-[2-(3-chlorophenyl)propan-2-yl]cyclohexanone and 1.2 grams (0.014 mole) of cyanoguanidine in 2-(2-ethoxyethoxy)ethanol, yielding 2,4-diamino-6-[2-(3-chlorophenyl)propan-2-yl]-5,6,7,8-tetrahydroquinazoline. Starting materials: ClC=1C=C(C=CC1)C(C)(C)C1CCC(CC1)=O (4-[2-(3-chlorophenyl)propan-2-yl]cyclohexanone), C(#N)NC(=N)N (cyanoguanidine). The solvent is C(C)OCCOCCO (2-(2-ethoxyethoxy)ethanol). Starting materials: BrC=1C=C(SC1)C=O (4-Bromothiophene-2-carbaldehyde), [O-]Cl=O.[Na+] (NaClO2). Solvent: CC(C)(C)O (t-BuOH), NaH2PO4, CC(C)=CC (2-methyl-2-butene). Run at temperature 0 celsius, time 5 hour. The product is BrC=1C=C(SC1)C(=O)O (4-Bromothiophene-2-carboxylic acid). Yield: 85.0%. RXN SMILES: [Br:1][C:2]1[CH:3]=[C:4]([CH:7]=[O:8])[S:5][CH:6]=1.[O-:9]Cl=O.[Na+]>CC(O)(C)C.CC(=CC)C>[Br:1][C:2]1[CH:3]=[C:4]([C:7]([OH:9])=[O:8])[S:5][CH:6]=1 |f:1.2|. Reported procedure: 4-Bromothiophene-2-carbaldehyde (NN) (1.9 g, 10 mmol) was dissolved in 40 mL of t-BuOH and 4 mL of 2-methyl-2-butene. The reaction mixture was cooled to 0° C. and NaClO2 (1.1 g, 12 mmol) dissolved in 12 mL of 1M NaH2PO4 was added. The reaction mixture was let warm to room temperature and stirred for 5 hours. The reaction mixture was concentrated to about half the volume, and poured into 20 mL 1N NaOH and 50 mL Et2O. The aqueous layer was made acidic with 6N HCl and extracted with EtOAc. This org...